Dataset: the Open Reaction Database (ORD), a public repository of structured organic reaction records. Task: describe an organic reaction: reactants, conditions, products, and yield The reactants are Nc1ccc(Br)c(Cl)c1, O=[N+]([O-])c1cccc(B(O)O)c1, c1ccc(P(c2ccccc2)(c2ccccc2)[Pd](P(c2ccccc2)(c2ccccc2)c2ccccc2)(P(c2ccccc2)(c2ccccc2)c2ccccc2)P(c2ccccc2)(c2ccccc2)c2ccccc2)cc1. Product: Nc1ccc(-c2cccc([N+](=O)[O-])c2)c(Cl)c1. Reaction SMILES: [Br:13][c:14]1[c:15]([Cl:21])[cH:16][c:17]([NH2:18])[cH:19][cH:20]1.[N+:1](=[O:2])([O-:3])[c:4]1[cH:5][c:6]([B:10]([OH:11])[OH:12])[cH:7][cH:8][cH:9]1.[cH:22]1[cH:23][cH:24][c:25]([P:26]([Pd:27]([P:28]([c:29]2[cH:30][cH:31][cH:32][cH:33][cH:34]2)([c:35]2[cH:36][cH:37][cH:38][cH:39][cH:40]2)[c:41]2[cH:42][cH:43][cH:44][cH:45][cH:46]2)([P:47]([c:48]2[cH:49][cH:50][cH:51][cH:52][cH:53]2)([c:54]2[cH:55][cH:56][cH:57][cH:58][cH:59]2)[c:60]2[cH:61][cH:62][cH:63][cH:64][cH:65]2)[P:66]([c:67]2[cH:68][cH:69][cH:70][cH:71][cH:72]2)([c:73]2[cH:74][cH:75][cH:76][cH:77][cH:78]2)[c:79]2[cH:80][cH:81][cH:82][cH:83][cH:84]2)([c:85]2[cH:86][cH:87][cH:88][cH:89][cH:90]2)[c:91]2[cH:92][cH:93][cH:94][cH:95][cH:96]2)[cH:97][cH:98]1>>[N+:1](=[O:2])([O-:3])[c:4]1[cH:5][c:6](-[c:14]2[c:15]([Cl:21])[cH:16][c:17]([NH2:18])[cH:19][cH:20]2)[cH:7][cH:8][cH:9]1. Reactants: CN(C)CC=1C=C2C=CC(=CC2=CC1)NC(OC(C)(C)C)=O (tert-butyl 6-[(N,N-dimethylamino)methyl]-2-naphthylcarbamate), Cl.C(C)N=C=NCCCN(C)C (1-ethyl-3-(3-dimethylaminopropyl)carbodiimide hydrochloride), ClC1=CC=C(C=C1)C=1C(=CC=CC1)C(=O)O (4′-chlorobiphenylcarboxylic acid), CN(C)C1=NC=CC=C1 (dimethylaminopyridine). Run in C(C)(=O)OCC (ethyl acetate), FC(C(=O)O)(F)F (trifluoroacetic acid), CN(C=O)C (N,N-dimethylformamide). Reaction conditions: time 1 hour. The product is ClC1=CC=C(C=C1)C1=CC=C(C=C1)C(=O)NC1=CC2=CC=C(C=C2C=C1)CN(C)C (4′-Chloro-N-[6-[(N,N-dimethylamino)methyl]-2-naphthyl][1,1′-biphenyl]-4-carboxamide). The yield is 63.2%. As a reaction SMILES: [CH3:1][N:2]([CH2:4][C:5]1[CH:6]=[C:7]2[C:12](=[CH:13][CH:14]=1)[CH:11]=[C:10]([NH:15][C:16](=[O:22])OC(C)(C)C)[CH:9]=[CH:8]2)[CH3:3].[Cl:23][C:24]1[CH:29]=[CH:28][C:27]([C:30]2[C:31](C(O)=O)=[CH:32][CH:33]=[CH:34][CH:35]=2)=[CH:26][CH:25]=1.CN(C1C=CC=CN=1)C.Cl.C(N=C=NCCCN(C)C)C>FC(F)(F)C(O)=O.CN(C)C=O.C(OCC)(=O)C>[Cl:23][C:24]1[CH:25]=[CH:26][C:27]([C:30]2[CH:31]=[CH:32][C:33]([C:16]([NH:15][C:10]3[CH:9]=[CH:8][C:7]4[C:12](=[CH:13][CH:14]=[C:5]([CH2:4][N:2]([CH3:1])[CH3:3])[CH:6]=4)[CH:11]=3)=[O:22])=[CH:34][CH:35]=2)=[CH:28][CH:29]=1 |f:3.4|. Reported procedure: The tert-butyl 6-[(N,N-dimethylamino)methyl]-2-naphthylcarbamate (237 mg, 0.789 mmol) obtained in Reference Example 1 was dissolved in trifluoroacetic acid (4 ml), the solution was stirred at room temperature for 1 hour, and the solvent was concentrated under reduced pressure. To the residue were added ethyl acetate and an aqueous potassium carbonate solution, and the mixture was extracted with ethyl acetate. The extract was washed with an aqueous saturated sodium chloride solution, dried over a... The reactants are CSC1=NC(=C2C(N1)=NC(=C2)CC)Cl (2-(methylthio)-4-chloro-6-ethyl-1H-pyrrolo[2,3-d]pyrimidine), FC(C=1C=C(CBr)C=CC1)(F)F (3-(trifluoromethyl)benzyl bromide), [H-].[Na+] (sodium hydride). Run in C(Cl)Cl (methylene chloride), O1CCCC1 (tetrahydrofuran). Run at time 18 hour. Product: CSC=1N=C(C2=C(N1)N(C(=C2)CC)CC2=CC(=CC=C2)C(F)(F)F)Cl (2-(methylthio)-4-chloro-6-ethyl-7-[[3-(trifluoromethyl)-phenyl]methyl]-7H-pyrrolo[2,3-d]pyrimidine). The yield is 82.9%. Reaction SMILES: [H-].[Na+].[CH3:3][S:4][C:5]1[NH:10][C:9]2=[N:11][C:12]([CH2:14][CH3:15])=[CH:13][C:8]2=[C:7]([Cl:16])[N:6]=1.[F:17][C:18]([F:28])([F:27])[C:19]1[CH:20]=[C:21]([CH:24]=[CH:25][CH:26]=1)[CH2:22]Br>O1CCCC1.C(Cl)Cl>[CH3:3][S:4][C:5]1[N:6]=[C:7]([Cl:16])[C:8]2[CH:13]=[C:12]([CH2:14][CH3:15])[N:11]([CH2:22][C:21]3[CH:24]=[CH:25][CH:26]=[C:19]([C:18]([F:17])([F:27])[F:28])[CH:20]=3)[C:9]=2[N:10]=1 |f:0.1|. Reported procedure: To a suspension of 48 mg (2.00 mmol) of sodium hydride in 4.0 mL of tetrahydrofuran was added 227 mg (1.00 mmol) of 2-(methylthio)-4-chloro-6-ethyl-1H-pyrrolo[2,3-d]pyrimidine and 478 mg (2.00 mmol) of 3-(trifluoromethyl)benzyl bromide. The reaction was stirred at ambient temperature for 18 hours then diluted with 30 mL of methylene chloride and washed with 20 mL of saturated sodium bicarbonate solution. The organic phase was dried with sodium sulfate and concentrated. The crude product was puri... The reactants are COC(=O)C(C)(Cc1cccc(OCC(=O)c2ccccc2)c1)NC(=O)OC(C)(C)C, CC(=O)O[BH-](OC(C)=O)OC(C)=O, CC(=O)O, CC(Cl)Cl, NCc1ccccc1, [Na+]. The product is COC(=O)C(C)(Cc1cccc(OCC(NCc2ccccc2)c2ccccc2)c1)NC(=O)OC(C)(C)C. Reaction SMILES: [C:1]([CH3:2])([CH3:3])([CH3:4])[O:5][C:6](=[O:7])[NH:8][C:9]([CH2:10][c:11]1[cH:12][c:13]([O:17][CH2:18][C:19]([c:20]2[cH:21][cH:22][cH:23][cH:24][cH:25]2)=[O:26])[cH:14][cH:15][cH:16]1)([C:27](=[O:28])[O:29][CH3:30])[CH3:31].[C:44]([O:45][BH-:46]([O:47][C:48](=[O:49])[CH3:50])[O:51][C:52](=[O:53])[CH3:54])(=[O:55])[CH3:56].[CH3:32][C:33](=[O:34])[OH:35].[Cl:58][CH:59]([Cl:60])[CH3:61].[NH2:36][CH2:37][c:38]1[cH:39][cH:40][cH:41][cH:42][cH:43]1.[Na+:57]>>[C:1]([CH3:2])([CH3:3])([CH3:4])[O:5][C:6](=[O:7])[NH:8][C:9]([CH2:10][c:11]1[cH:12][c:13]([O:17][CH2:18][CH:19]([c:20]2[cH:21][cH:22][cH:23][cH:24][cH:25]2)[NH:36][CH2:37][c:38]2[cH:39][cH:40][cH:41][cH:42][cH:43]2)[cH:14][cH:15][cH:16]1)([C:27](=[O:28])[O:29][CH3:30])[CH3:31]. Starting materials: C(C)(=O)Cl (acetyl chloride), ClC=1C=CC2=C(NC=3N(N=CC3CN2C(=O)C2=CC(=C(C=C2)CCC(=O)N2CCNCC2)C)C)C1 (3-[4-(6-chloro-3-methyl-4,10-dihydro-3H-2,3,4,9-tetraaza-benzo[f]azulene-9-carbonyl)-2-methyl-phenyl]-1-piperazin-1-yl-propan-1-one). Solvent: ClCCl (dichloromethane), ClCCl (di-chloromethane), C(C)N(CC)CC (triethylamine). Run at time 20 hour. Product: C(C)(=O)N1CCN(CC1)C(CCC1=C(C=C(C=C1)C(=O)N1C2=C(NC=3N(N=CC3C1)C)C=C(C=C2)Cl)C)=O (1-(4-Acetyl-piperazin-1-yl)-3-[4-(6-chloro-3-methyl-4,10-dihydro-3H-2,3,4,9-tetraaza-benzo[f]azulene-9-carbonyl)-2-methyl-phenyl]-propan-1-one). Reaction SMILES: [C:1](Cl)(=[O:3])[CH3:2].[Cl:5][C:6]1[CH:7]=[CH:8][C:9]2[N:18]([C:19]([C:21]3[CH:26]=[CH:25][C:24]([CH2:27][CH2:28][C:29]([N:31]4[CH2:36][CH2:35][NH:34][CH2:33][CH2:32]4)=[O:30])=[C:23]([CH3:37])[CH:22]=3)=[O:20])[CH2:17][C:16]3[CH:15]=[N:14][N:13]([CH3:38])[C:12]=3[NH:11][C:10]=2[CH:39]=1>ClCCl.C(N(CC)CC)C>[C:1]([N:34]1[CH2:33][CH2:32][N:31]([C:29](=[O:30])[CH2:28][CH2:27][C:24]2[CH:25]=[CH:26][C:21]([C:19]([N:18]3[CH2:17][C:16]4[CH:15]=[N:14][N:13]([CH3:38])[C:12]=4[NH:11][C:10]4[CH:39]=[C:6]([Cl:5])[CH:7]=[CH:8][C:9]3=4)=[O:20])=[CH:22][C:23]=2[CH3:37])[CH2:36][CH2:35]1)(=[O:3])[CH3:2]. Reported procedure: A solution of acetyl chloride (0.39 mg, 0.005 mmol) in dichloromethane (0.05 ml) was added to a solution of 3-[4-(6-chloro-3-methyl-4,10-dihydro-3H-2,3,4,9-tetraaza-benzo[f]azulene-9-carbonyl)-2-methyl-phenyl]-1-piperazin-1-yl-propan-1-one (2.47 mg, 0.005 mmol) in di-chloromethane (0.05 ml) and triethylamine (0.0035 ml). The mixture was stirred at room temperature for 20 h then solvents were removed in vacuo to yield the title compound. (ESI)+: [M+H]+=535.5 Starting materials: CC1=C(C=C2C=CC=NC2=C1)[N+](=O)[O-] (7-Methyl-6-nitroquinolin), C(C)(C)(C)OC(N(C)C)N(C)C (tert.butoxy-bis(dimethylamino)methan). The solvent is CN(C)C=O (DMF). Reaction conditions: time 1.5 hour. Product: [N+](=O)([O-])C=1C=C2C=CC=NC2=CC1C=O (6-Nitroquinolin-7-carbaldehyde). Yield: 70.0%. As a reaction SMILES: [CH3:1][C:2]1[CH:11]=[C:10]2[C:5]([CH:6]=[CH:7][CH:8]=[N:9]2)=[CH:4][C:3]=1[N+:12]([O-:14])=[O:13].C([O:19]C(N(C)C)N(C)C)(C)(C)C>CN(C=O)C>[N+:12]([C:3]1[CH:4]=[C:5]2[C:10](=[CH:11][C:2]=1[CH:1]=[O:19])[N:9]=[CH:8][CH:7]=[CH:6]2)([O-:14])=[O:13]. Procedure details: 7-Methyl-6-nitroquinolin (1.22 g; 6.5 mmol) and tert.butoxy-bis(dimethylamino)methan (5.2 ml; 27.3 mmol) in DMF (13 ml) were heated for 15 min. in an oil bath, which was preheated to 160° C. The reaction mixture was evaporated to dryness, taken up in THF (26 ml). NalO4 (8.3 g; 39 mmol) in water (520 ml) was added at room. temperature within 1.5 h and after stirring for another 1 h the reaction mixture was extracted with EtOAc twice. The combined organic phases were dried over Na2SO4, evaporated ... Starting materials: [H-].[Al+3].[Li+].[H-].[H-].[H-] (Lithium aluminum hydride), nitroalkene, C(C)(C)(C)[Si](C)(C)OC1=C(C=C(C=C1C)C=C[N+](=O)[O-])C (tert-butyl-[2,6-dimethyl-4-(2-nitrovinyl)phenoxy]dimethylsilane). Solvent: C(C)OCC (diethyl ether). Reaction conditions: temperature 0 celsius, time 15 minute. Yields the product [Si](C)(C)(C(C)(C)C)OC1=C(C=C(C=C1C)CCN)C (2-[4-(tert-butyldimethylsilanyloxy)-3,5-dimethylphenyl]ethylamine). The yield is 55.0%. Reaction SMILES: [C:1]([Si:5]([O:8][C:9]1[C:14]([CH3:15])=[CH:13][C:12]([CH:16]=[CH:17][N+:18]([O-])=O)=[CH:11][C:10]=1[CH3:21])([CH3:7])[CH3:6])([CH3:4])([CH3:3])[CH3:2].[H-].[Al+3].[Li+].[H-].[H-].[H-]>C(OCC)C>[Si:5]([O:8][C:9]1[C:14]([CH3:15])=[CH:13][C:12]([CH2:16][CH2:17][NH2:18])=[CH:11][C:10]=1[CH3:21])([C:1]([CH3:4])([CH3:3])[CH3:2])([CH3:6])[CH3:7] |f:1.2.3.4.5.6|. Procedure details: A solution of tert-butyl-[2,6-dimethyl-4-(2-nitrovinyl)phenoxy]dimethylsilane (0.20 g) in 15 mL diethyl ether was cooled to 0° C. Lithium aluminum hydride (0.20 g) was added in portions to the stirring nitroalkene solution. The resulting slurry was refluxed for 3 h and then cooled to 0° C. The mixture is carefully quenched by the sequential addition of 0.2 mL of water, followed by 0.2 mL of 3 N sodium hydroxide and 0.6 mL of water. The mixture was stirred for 15 min, then filtered to remove the ...